From a dataset of the Open Reaction Database (ORD), a public repository of structured organic reaction records. describe an organic reaction: reactants, conditions, products, and yield Starting materials: OC1CC2CCCCC2CC1 (2-hydroxydecahydronaphthalene), [OH-].[Ca+2].[OH-] (calcium hydroxide), N (ammonia), [H][H] (hydrogen), N (ammonia), [H][H] (hydrogen). Reagents/catalysts: C(=O)[O-].[Cu+2].C(=O)[O-] (copper formate). The product is C1(CCCC2CCCCC12)NC1CCCC2CCCCC12 (Bis(decahydronaphthyl)amine). Yield: 98.0%. As a reaction SMILES: O[CH:2]1[CH2:11][CH2:10][CH:9]2[CH:4]([CH2:5][CH2:6][CH2:7][CH2:8]2)[CH2:3]1.[OH-].[Ca+2].[OH-].[NH3:15].[H][H]>C([O-])=O.[Cu+2].C([O-])=O>[CH:3]1([NH:15][CH:8]2[CH:9]3[CH:4]([CH2:3][CH2:2][CH2:11][CH2:10]3)[CH2:5][CH2:6][CH2:7]2)[CH:4]2[CH:9]([CH2:8][CH2:7][CH2:6][CH2:5]2)[CH2:10][CH2:11][CH2:2]1 |f:1.2.3,6.7.8|. Reported procedure: 150 kg of 2-hydroxydecahydronaphthalene, 3 kg of copper formate and 2 kg of calcium hydroxide were gassed at 190° C. with excess ammonia and hydrogen (volume ratio of 8:1) for 4 hours. The supply of ammonia was then discontinued and the mixture was gassed with just hydrogen at the reaction temperature for a further 2 hours. Working up was carried out in the conventional manner. Bis(decahydronaphthyl)amine was obtained in a yield of 98% of theory. The reactants are C(C)(=O)O[C@@H]1[C@H](C(N1)=O)[C@@H](C)O[Si](C)(C)C(C)(C)C ((3R,4R)-4-acetoxy-3-[(1R)-1-t-butyldimethylsilyloxyethyl]-2-azetidinone), BrC(C(=O)N1C(C2=C(OC13CCCCC3)C=CC=C2)=O)C (3-(2-bromopropionyl)-spiro[2,3-dihydro-4H-1,3-benzoxazine-2,1'-cyclohexan]-4-one), P(=O)([O-])([O-])[O-] (phosphate). Reagents/catalysts: [Zn] (zinc). Solvent: O1CCCC1 (tetrahydrofuran). The product is [Si](C)(C)(C(C)(C)C)O[C@H](C)[C@H]1C(N[C@@H]1[C@H](C(=O)N1C(C2=C(OC13CCCCC3)C=CC=C2)=O)C)=O (3-{(2R)-2-[(3S,4R)-3-[(1R)-1-t-butyldimethylsilyloxyethyl]-2-oxoazetidin-4-yl]propionyl}-spiro[2,3-dihydro-4H-1,3-benzoxazine-2,1'-cyclohexan]-4-one). Isolated yield 74.6%. RXN SMILES: C(O[C@H:5]1[NH:8][C:7](=[O:9])[C@@H:6]1[C@H:10]([O:12][Si:13]([C:16]([CH3:19])([CH3:18])[CH3:17])([CH3:15])[CH3:14])[CH3:11])(=O)C.Br[CH:21]([CH3:40])[C:22]([N:24]1[C:29]2([CH2:34][CH2:33][CH2:32][CH2:31][CH2:30]2)[O:28][C:27]2[CH:35]=[CH:36][CH:37]=[CH:38][C:26]=2[C:25]1=[O:39])=[O:23].P([O-])([O-])([O-])=O>[Zn].O1CCCC1>[Si:13]([O:12][C@@H:10]([C@@H:6]1[C@@H:5]([C@@H:21]([CH3:40])[C:22]([N:24]2[C:29]3([CH2:34][CH2:33][CH2:32][CH2:31][CH2:30]3)[O:28][C:27]3[CH:35]=[CH:36][CH:37]=[CH:38][C:26]=3[C:25]2=[O:39])=[O:23])[NH:8][C:7]1=[O:9])[CH3:11])([C:16]([CH3:17])([CH3:18])[CH3:19])([CH3:14])[CH3:15]. Reported procedure: 1.0 g of (3R,4R)-4-acetoxy-3-[(1R)-1-t-butyldimethylsilyloxyethyl]-2-azetidinone, 1.8 g of 3-(2-bromopropionyl)-spiro[2,3-dihydro-4H-1,3-benzoxazine-2,1'-cyclohexan]-4-one and 0.68 g of zinc powders are added to 15 ml of tetrahydrofuran and the mixture is refluxed for 30 minutes. After cooling, the reaction mixture is poured into 0.2 M phosphate buffer (pH 7.0) and the mixture is extracted with methylene chloride. The extract is washed, dried and evaporated to remove the solvent. The residue is ... As a reaction SMILES: C(N[C@@H](C(C)C)C(N(CC1C=CC=CC=1)CC(N[C@H](C(C1OC=C([C:30]2[C:35]([Cl:36])=[CH:34][CH:33]=[CH:32][C:31]=2[Cl:37])N=1)=O)CC(O)=O)=O)=O)(=O)C1C=CC=CC=1.C(N[C@@H](C(C)C)C(N(C[C:69]([OH:71])=[O:70])CC1C=CC=CC=1)=O)(=O)C1C=CC=CC=1.O1C2C=CC(C(N[C@@H](C(C)C)C(N(CC(O)=O)[CH:91]3[CH2:99][C:98]4[C:93](=[CH:94][CH:95]=[CH:96][CH:97]=4)[CH2:92]3)=O)=O)=CC=2OC1.C([O:111][C:112](=[O:157])[CH2:113][C@H:114]([NH:130][C:131](=[O:156])[CH2:132][N:133]([C:141](=[O:155])[C@@H:142]([NH:146][C:147](=[O:154])[C:148]1[CH:153]=[CH:152][CH:151]=[CH:150][CH:149]=1)[CH:143]([CH3:145])[CH3:144])CC1C=CC=CC=1)[CH:115]([C:117]1[O:118][CH:119]=[C:120](C2C(Cl)=CC=CC=2Cl)[N:121]=1)[OH:116])(C)(C)C>>[O:70]1[C:151]2[CH:152]=[CH:153][C:148]([C:147]([NH:146][C@@H:142]([CH:143]([CH3:144])[CH3:145])[C:141]([N:133]([CH:91]3[CH2:92][C:93]4[C:98](=[CH:97][CH:96]=[CH:95][CH:94]=4)[CH2:99]3)[CH2:132][C:131]([NH:130][C@H:114]([C:115]([C:117]3[O:118][CH:119]=[C:120]([C:33]4[CH:32]=[C:31]([Cl:37])[CH:30]=[C:35]([Cl:36])[CH:34]=4)[N:121]=3)=[O:116])[CH2:113][C:112]([OH:111])=[O:157])=[O:156])=[O:155])=[O:154])=[CH:149][C:150]=2[O:71][CH2:69]1. Starting materials: C(C1=CC=CC=C1)(=O)N[C@H](C(=O)N(CC1=CC=CC=C1)CC(=O)O)C(C)C (((2(S)-Benzoylamino-3-methylbutyryl)benzylamino)acetic Acid), O1COC2=C1C=CC(=C2)C(=O)N[C@H](C(=O)N(C2CC1=CC=CC=C1C2)CC(=O)O)C(C)C (((2(S)-Benzo(1,3)dioxole-5-carbonylamino-3-methylbutyryl)indan-2-ylamino)acetic Acid), C(C)(C)(C)OC(C[C@@H](C(O)C=1OC=C(N1)C1=C(C=CC=C1Cl)Cl)NC(CN(CC1=CC=CC=C1)C([C@H](C(C)C)NC(C1=CC=CC=C1)=O)=O)=O)=O (3(S)-(2-((2(S)-Benzoylamino-3-methylbutyryl)benzylamino)acetylamino)-4-(4-(2,6-dichlorophenyl)-oxazol-2-yl)-4-hydroxybutyric Acid tert-Butyl Ester), C(C1=CC=CC=C1)(=O)N[C@H](C(=O)N(CC(=O)N[C@@H](CC(=O)O)C(=O)C=1OC=C(N1)C1=C(C=CC=C1Cl)Cl)CC1=CC=CC=C1)C(C)C (3(S)-(2-((2(S)-Benzoylamino-3-methylbutyryl)benzylamino)acetylamino)-4-(4-(2,6-dichlorophenyl)-oxazol-2-yl)-4-oxobutyric Acid). Procedure details: Compound 729 was prepared by a method similar to the method used to prepare compound 710, except compound 704 is replaced with compound 728 in the preparation of 708: 1H NMR (500 MHz, CD3OD) δ 8.36 (m), 8.22-8.03 (m), 7.58-7.37 (m), 7.36-7.23 (m), 7.22-7.01 (m), 6.89 (m), 6.00 (s), 5.51 (m), 5.29-5.04 (m), 4.97 (d), 4.61-4.49 (m), 4.48-4.31 (m), 4.27-4.19 (m), 4.09-3.78 (m), 3.28-3.19 (m), 3.18-2.93 (m), 2.90-2.59 (m), 2.51 (m), 2.22 (m), 1.12-0.83 (m). ##STR108## Product: O1COC2=C1C=CC(=C2)C(=O)N[C@H](C(=O)N(CC(=O)N[C@@H](CC(=O)O)C(=O)C=2OC=C(N2)C2=CC(=CC(=C2)Cl)Cl)C2CC1=CC=CC=C1C2)C(C)C (3(S)-(2-((2(S)-((Benzo(1,3)dioxole-5-carbonyl)amino)-3-methylbutyryl)indan-2-yl amino)acetylamino)-4-(4-(3,5-dichlorophenyl)oxazol-2-yl)-4-oxobutyric Acid). Starting materials: COc1cccc(OC)c1, BrP(Br)Br, c1ccncc1. Product: COc1ccc(P(Br)Br)c(OC)c1. RXN SMILES: [CH3:5][O:6][c:7]1[cH:8][c:9]([O:13][CH3:14])[cH:10][cH:11][cH:12]1.[P:1]([Br:2])([Br:3])[Br:4].[cH:15]1[cH:16][cH:17][n:18][cH:19][cH:20]1>>[P:1]([Br:2])([Br:4])[c:10]1[c:9]([O:13][CH3:14])[cH:8][c:7]([O:6][CH3:5])[cH:12][cH:11]1.